From a dataset of the Open Reaction Database (ORD), a public repository of structured organic reaction records. describe an organic reaction: reactants, conditions, products, and yield Starting materials: N#N (N2), C1=CC=C2C=CC=C3C4=CC=CC5=CC=CC(C1=C23)=C45 (perylene), ClCC(CCl)OC(CCl)CCl (1,1-dichloromethylmethylether), Cl (HCl), Cl[Sn](Cl)(Cl)Cl (SnCl4). Run in ClC1=C(C=CC=C1)Cl (o-dichlorobenzene), O (H2O). Conditions: time 16 hour. Yields the product C1=CC(=C2C=CC=C3C4=CC=CC5=CC=CC(C1=C23)=C45)C=O (3-Perylenecarbaldehyde). As a reaction SMILES: N#N.[CH:3]1[C:20]2=[C:21]3[C:10]([C:11]4[C:22]5[C:15](=[CH:16][CH:17]=[CH:18][C:19]2=5)[CH:14]=[CH:13][CH:12]=4)=[CH:9][CH:8]=[CH:7][C:6]3=[CH:5][CH:4]=1.Cl[Sn](Cl)(Cl)Cl.ClC[CH:30]([O:33]C(CCl)CCl)CCl.Cl>O.ClC1C=CC=CC=1Cl>[CH:18]1[C:19]2=[C:22]3[C:11]([C:10]4[C:21]5[C:6](=[CH:5][CH:4]=[CH:3][C:20]2=5)[CH:7]=[CH:8][CH:9]=4)=[CH:12][CH:13]=[CH:14][C:15]3=[C:16]([CH:30]=[O:33])[CH:17]=1. Procedure details: A 3 L 3-neck flask fitted with overhead mechanical stirrer, thermometer, condenser, and N2 line was charged with perylene (Aldrich Chemical Co., Milwaukee, WI, 53201, 25 g, 99 mmol) and o-dichlorobenzene (500 mL). The liquid was warmed until all the large chunks of solid dissolved (80° ) and then cooled quickly to give finely divided crystals. After further cooling with a salt-ice bath to 5°, SnCl4 (Aldrich, 98%, 51.2 g, 0.897 mol, 23 mL), was added in one portion. No temperature change occurred... Starting materials: C(C)C1=C2C=CC(NC2=CC(=N1)CC)=O (5,7-diethyl-1,6-naphthyridin-2(1H)-one). Reagents/catalysts: [Pd] (palladium on carbon). Run in C(C)O (ethanol). Run at time 30 hour. Product: C(C)C1=C2CCC(NC2=CC(=N1)CC)=O (5,7-diethyl-1,2,3,4-tetrahydro-1,6-naphthyridin-2-one). Yield: 95.1%. As a reaction SMILES: [CH2:1]([C:3]1[N:12]=[C:11]([CH2:13][CH3:14])[CH:10]=[C:9]2[C:4]=1[CH:5]=[CH:6][C:7](=[O:15])[NH:8]2)[CH3:2]>C(O)C.[Pd]>[CH2:1]([C:3]1[N:12]=[C:11]([CH2:13][CH3:14])[CH:10]=[C:9]2[C:4]=1[CH2:5][CH2:6][C:7](=[O:15])[NH:8]2)[CH3:2]. Procedure details: A solution of 5,7-diethyl-1,6-naphthyridin-2(1H)-one (10.0 g) in ethanol (100 ml) was catalytically hydrogenated over 10% palladium on carbon (1 g) at 50° C. and a pressure of 20 atmospheres for 30 hours. The catalyst was removed by filtration through diatomaceous earth and the filtrate was concentrated under vacuum to give 5,7-diethyl-1,2,3,4-tetrahydro-1,6-naphthyridin-2-one (9.6 g), m.p. 90°-94° C.; NMR: 1.2-1.3(m, 6H), 2.6-2.85(m, 6H), 3.05(t, 2H), 6.5(s, 1H), 8.9(br s, 1H). Starting materials: CN1CCc2nc(C(=O)[O-])sc2C1, CCN=C=NCCCN(C)C, CN(C)C=O, Cl, [Li+], CC(C)(C)OC(=O)NCCN, O, On1nnc2ccccc21. Yields the product CN1CCc2nc(C(=O)NCCNC(=O)OC(C)(C)C)sc2C1. As a reaction SMILES: [CH3:12][N:13]1[CH2:14][c:15]2[c:16]([n:19][c:20]([C:22](=[O:23])[O-:24])[s:21]2)[CH2:17][CH2:18]1.[CH3:27][N:28]([CH3:29])[CH2:30][CH2:31][CH2:32][N:33]=[C:34]=[N:35][CH2:36][CH3:37].[CH3:49][N:50]([CH3:51])[CH:52]=[O:53].[ClH:26].[Li+:25].[NH2:1][CH2:2][CH2:3][NH:4][C:5]([O:6][C:7]([CH3:8])([CH3:9])[CH3:10])=[O:11].[OH2:38].[OH:39][n:40]1[c:41]2[cH:42][cH:43][cH:44][cH:45][c:46]2[n:47][n:48]1>>[NH:1]([CH2:2][CH2:3][NH:4][C:5]([O:6][C:7]([CH3:8])([CH3:9])[CH3:10])=[O:11])[C:22]([c:20]1[n:19][c:16]2[c:15]([s:21]1)[CH2:14][N:13]([CH3:12])[CH2:18][CH2:17]2)=[O:23].